Dataset: the Open Reaction Database (ORD), a public repository of structured organic reaction records. Task: describe an organic reaction: reactants, conditions, products, and yield Reactants: COCCOC (DME), CC1=C(OC2=C1C=CC=C2)B2OC(C(O2)(C)C)(C)C (3-methyl-2-(4,4,5,5-tetramethyl-[1,3,2]dioxaborolan-2-yl)benzofuran), C(C)(C)(C)OC(=O)N1CCC(CC1)N1N=CC(=C1)C=1C=NC(=C(C1)Br)N (4-[4-(6-amino-5-bromopyridin-3-yl)-pyrazol-1-yl]piperidine-1-carboxylic acid tert-butyl ester), C([O-])([O-])=O.[K+].[K+] (potassium carbonate). Reagents/catalysts: C1(=CC=CC=C1)P([C-]1C=CC=C1)C1=CC=CC=C1.[C-]1(C=CC=C1)P(C1=CC=CC=C1)C1=CC=CC=C1.[Fe+2] (1,1′-bis(diphenylphosphino)ferrocene), Cl[Pd]Cl.C(Cl)Cl (dichloropalladium DCM). Run in O (water). Conditions: temperature 100 celsius. Yields the product C(C)(C)(C)OC(=O)N1CCC(CC1)N1N=CC(=C1)C=1C=NC(=C(C1)C=1OC2=C(C1C)C=CC=C2)N (4-{4-[6-Amino-5-(3-methylbenzofuran-2-yl)-pyridin-3-yl]-pyrazol-1-yl}-piperidine-1-carboxylic acid tert-butyl ester). As a reaction SMILES: COCCOC.[CH3:7][C:8]1[C:12]2[CH:13]=[CH:14][CH:15]=[CH:16][C:11]=2[O:10][C:9]=1B1OC(C)(C)C(C)(C)O1.[C:26]([O:30][C:31]([N:33]1[CH2:38][CH2:37][CH:36]([N:39]2[CH:43]=[C:42]([C:44]3[CH:45]=[N:46][C:47]([NH2:51])=[C:48](Br)[CH:49]=3)[CH:41]=[N:40]2)[CH2:35][CH2:34]1)=[O:32])([CH3:29])([CH3:28])[CH3:27].C(=O)([O-])[O-].[K+].[K+]>C1(P(C2C=CC=CC=2)[C-]2C=CC=C2)C=CC=CC=1.[C-]1(P(C2C=CC=CC=2)C2C=CC=CC=2)C=CC=C1.[Fe+2].Cl[Pd]Cl.C(Cl)Cl.O>[C:26]([O:30][C:31]([N:33]1[CH2:38][CH2:37][CH:36]([N:39]2[CH:43]=[C:42]([C:44]3[CH:45]=[N:46][C:47]([NH2:51])=[C:48]([C:9]4[O:10][C:11]5[CH:16]=[CH:15][CH:14]=[CH:13][C:12]=5[C:8]=4[CH3:7])[CH:49]=3)[CH:41]=[N:40]2)[CH2:35][CH2:34]1)=[O:32])([CH3:29])([CH3:27])[CH3:28] |f:3.4.5,6.7.8,9.10|. Procedure details: To the DME solution of 3-methyl-2-(4,4,5,5-tetramethyl-[1,3,2]dioxaborolan-2-yl)benzofuran (2.3 mL, 0.58 mmol, 2 eq.) from the previous step were added 4-[4-(6-amino-5-bromopyridin-3-yl)-pyrazol-1-yl]piperidine-1-carboxylic acid tert-butyl ester (BB3) (120 mg, 0.29 mmol, 1 eq.), potassium carbonate (120 mg, 0.87 mmol, 3 eq.), water (0.5 mL), and 1,1′-bis(diphenylphosphino)ferrocene]dichloropalladium DCM (10 mg, 0.01 mmol, 0.05 eq.). The mixture was evacuated and filled with nitrogen (3×) and hea...